From a dataset of the Open Reaction Database (ORD), a public repository of structured organic reaction records. describe an organic reaction: reactants, conditions, products, and yield Starting materials: ClC(=O)OCC (ethyl chloroformate), CC=1N(C(=CC1)C)C1=CC=C(C=C1)/C=C/C(=O)O ((E)-3-[4-(2,5-dimethyl-1H-pyrrol-1-yl)-phenyl]-2-propenoic acid), Cl.CNO (N-methylhydroxylamine hydrochloride). Run in ClCCl (dichloromethane), C(C)N(CC)CC (triethylamine), C(C)N(CC)CC (triethylamine). Run at time 16 hour. Product: CC=1N(C(=CC1)C)C1=CC=C(C=C1)/C=C/C(=O)N(C)O ((E)-3-[4-(2,5-dimethyl-1H-pyrrol-1-yl)-phenyl]-N-hydroxy-N-methyl-2-propenamide). As a reaction SMILES: [CH3:1][C:2]1[N:3]([C:8]2[CH:13]=[CH:12][C:11](/[CH:14]=[CH:15]/[C:16]([OH:18])=O)=[CH:10][CH:9]=2)[C:4]([CH3:7])=[CH:5][CH:6]=1.ClC(OCC)=O.Cl.[CH3:26][NH:27][OH:28]>ClCCl.C(N(CC)CC)C>[CH3:1][C:2]1[N:3]([C:8]2[CH:13]=[CH:12][C:11](/[CH:14]=[CH:15]/[C:16]([N:27]([OH:28])[CH3:26])=[O:18])=[CH:10][CH:9]=2)[C:4]([CH3:7])=[CH:5][CH:6]=1 |f:2.3|. Procedure: A solution of 12.05 g of (E)-3-[4-(2,5-dimethyl-1H-pyrrol-1-yl)-phenyl]-2-propenoic acid in 350 ml of dichloromethane and 9.7 ml triethylamine, is cooled in an ice bath. To this stirred solution is added 7.0 ml of ethyl chloroformate dropwise. After four hours at ice-bath temperature, 20.7 ml of triethylamine is added, followed by 12.6 g of N-methylhydroxylamine hydrochloride and the mixture is kept at room temperature for 16 hours. This mixture is washed with cold 0.3 N aqueous hydrochloric aci... Starting materials: C([O-])([O-])=O.[Na+].[Na+] (sodium carbonate), NCCC(OCC)OCC (1-amino-3,3-diethoxypropane), C1(=CC=CC=C1)S(=O)(=O)Cl (benzenesulfonyl chloride), CC(C)(C)OC (MTBE). Solvent: O (water), C(Cl)Cl (DCM). Reaction conditions: temperature 20 celsius. Yields the product C(C)OC(CCNS(=O)(=O)C1=CC=CC=C1)OCC (N-(3,3-diethoxypropyl)benzenesulfonamide), 28. Yield: 100.6%. Reaction SMILES: C(=O)([O-])[O-].[Na+].[Na+].[NH2:7][CH2:8][CH2:9][CH:10]([O:14][CH2:15][CH3:16])[O:11][CH2:12][CH3:13].[C:17]1([S:23](Cl)(=[O:25])=[O:24])[CH:22]=[CH:21][CH:20]=[CH:19][CH:18]=1.CC(OC)(C)C>O.C(Cl)Cl>[CH2:12]([O:11][CH:10]([O:14][CH2:15][CH3:16])[CH2:9][CH2:8][NH:7][S:23]([C:17]1[CH:22]=[CH:21][CH:20]=[CH:19][CH:18]=1)(=[O:25])=[O:24])[CH3:13] |f:0.1.2|. Procedure details: To a suspension of sodium carbonate (31 g, 0.37 mol) in water (50 ml) was added a solution of 1-amino-3,3-diethoxypropane (10.00 mL, 61.81 mmol) in DCM (50 mL) followed by cooling to 0° C. benzenesulfonyl chloride (7.65 mL, 60.0 mmol) was added at 0° C. with vigorous stirring followed by warming to 20° C. and continued stirring for 2 h after which time MTBE (150 mL) was added. Organic layer was separated, washed with 1.0 M of HCl (50 mL), saturated NaHCO3 (50 g), water (50 g), concentrated and a... The reactants are CNC(C(Cl)(Cl)Cl)=O (N-methyltrichloroacetamide), ClC=1C=CC(=C(C(=O)NC2C(OC3=CC(=C(C=C3C2)S(N)(=O)=O)OC)(C)C)C1)OC (3-(5-chloro-2-methoxybenzamido)-2,2-dimethyl-6-sulfamoyl-7-methoxychroman), [OH-].[Na+] (sodium hydroxide), ice water, C (charcoal). Run at temperature 80 celsius. The product is ClC=1C=CC(=C(C(=O)NC2C(OC3=CC(=C(C=C3C2)S(=O)(=O)NC(=O)NC)OC)(C)C)C1)OC (3-(5-Chloro-2-methoxybenzamido)-2,2-dimethyl-6-(methylaminocarbonylaminosulfonyl)-7-methoxychroman). Reaction SMILES: [CH3:1][NH:2][C:3](=[O:8])C(Cl)(Cl)Cl.[Cl:9][C:10]1[CH:11]=[CH:12][C:13]([O:37][CH3:38])=[C:14]([CH:36]=1)[C:15]([NH:17][CH:18]1[CH2:27][C:26]2[C:21](=[CH:22][C:23]([O:32][CH3:33])=[C:24]([S:28](=[O:31])(=[O:30])[NH2:29])[CH:25]=2)[O:20][C:19]1([CH3:35])[CH3:34])=[O:16].[OH-].[Na+].C>>[Cl:9][C:10]1[CH:11]=[CH:12][C:13]([O:37][CH3:38])=[C:14]([CH:36]=1)[C:15]([NH:17][CH:18]1[CH2:27][C:26]2[C:21](=[CH:22][C:23]([O:32][CH3:33])=[C:24]([S:28]([NH:29][C:3]([NH:2][CH3:1])=[O:8])(=[O:30])=[O:31])[CH:25]=2)[O:20][C:19]1([CH3:35])[CH3:34])=[O:16] |f:2.3|. Procedure: 1.23 g (7.5 mmol) of N-methyltrichloroacetamide were added to 2.27 g (5 mmol) of 3-(5-chloro-2-methoxybenzamido)-2,2-dimethyl-6-sulfamoyl-7-methoxychroman and 0.5 g (12.5 mmol) of finely powdered sodium hydroxide. After the mixture had been stirred at 80° C. for half an hour, it was introduced into ice/water, clarified with charcoal and acidified to pH 1. The precipitate was filtered off with suction, dried and recrystallized from ethanol/DMF. The product had a melting point of 248° C. Reactants: N1C=NC(=C1)CC(=O)N1[C@@H](CN(CC1)C(=O)OCC1=CC=CC=C1)C(NC1=CC=C(C=C1)OC1=CC=C(C=C1)F)=O ((S)-benzyl 4-(2-(1H-imidazol-4-yl)acetyl)-3-(4-(4-fluorophenoxy)phenylcarbamoyl)piperazine-1-carboxylate). Reagents/catalysts: [Pd] (palladium on carbon). Run in CO (methanol). Yields the product N1C=NC(=C1)CC(=O)N1[C@@H](CNCC1)C(=O)NC1=CC=C(C=C1)OC1=CC=C(C=C1)F ((S)-1-(2-(1H-imidazol-4-yl)acetyl)-N-(4-(4-fluorophenoxy)phenyl)piperazine-2-carboxamide). Isolated yield 84.3%. As a reaction SMILES: [NH:1]1[CH:5]=[C:4]([CH2:6][C:7]([N:9]2[CH2:14][CH2:13][N:12](C(OCC3C=CC=CC=3)=O)[CH2:11][C@H:10]2[C:25](=[O:41])[NH:26][C:27]2[CH:32]=[CH:31][C:30]([O:33][C:34]3[CH:39]=[CH:38][C:37]([F:40])=[CH:36][CH:35]=3)=[CH:29][CH:28]=2)=[O:8])[N:3]=[CH:2]1>[Pd].CO>[NH:1]1[CH:5]=[C:4]([CH2:6][C:7]([N:9]2[CH2:14][CH2:13][NH:12][CH2:11][C@H:10]2[C:25]([NH:26][C:27]2[CH:28]=[CH:29][C:30]([O:33][C:34]3[CH:39]=[CH:38][C:37]([F:40])=[CH:36][CH:35]=3)=[CH:31][CH:32]=2)=[O:41])=[O:8])[N:3]=[CH:2]1. Procedure details: Step (a) A flask was charged with (S)-benzyl 4-(2-(1H-imidazol-4-yl)acetyl)-3-(4-(4-fluorophenoxy)phenylcarbamoyl)piperazine-1-carboxylate (0.80 g, 1.4 mmol), prepared as in Example 13, methanol (10 mL) and palladium on carbon (10%, 100 mg) and the mixture was stirred at ambient temperature. The reaction mixture was placed under a hydrogen atmosphere (balloon) for 14 hours and then exposed to air, filtered through celite and concentrated. Product was purified from residue by reverse phase HPLC t... Starting materials: CC=1C=CC(=CC1)S(=O)(=O)O.O (pTSA H2O), O[C@@H]1C[C@H](N(C1)C(=O)OC(C)(C)C)CO[Si](C)(C)C(C)(C)C ((2S-trans)-4-Hydroxy-2-[[[(1,1-dimethylethyl)dimethylsilyl]oxy]methyl]-1-pyrrolidinecarboxylic acid, 1,1-dimethylethyl ester), C1(=CC=C(C=C1)S(=O)(=O)Cl)C (p-Toluenesulfonylchloride), Cl (HCl), C(=O)(O)[O-].[Na+] (NaHCO3). The solvent is N1=CC=CC=C1 (pyridine). Conditions: time 48 hour. RXN SMILES: [OH:1][C@H:2]1[CH2:6][N:5]([C:7]([O:9][C:10]([CH3:13])([CH3:12])[CH3:11])=[O:8])[C@H:4]([CH2:14][O:15][Si](C(C)(C)C)(C)C)[CH2:3]1.[C:23]1([CH3:33])[CH:28]=[CH:27][C:26]([S:29](Cl)(=[O:31])=[O:30])=[CH:25][CH:24]=1.Cl.CC1C=CC(S(O)(=O)=O)=CC=1.O.C([O-])(O)=O.[Na+]>N1C=CC=CC=1>[OH:15][CH2:14][C@@H:4]1[CH2:3][C@@H:2]([O:1][S:29]([C:26]2[CH:27]=[CH:28][C:23]([CH3:33])=[CH:24][CH:25]=2)(=[O:31])=[O:30])[CH2:6][N:5]1[C:7]([O:9][C:10]([CH3:11])([CH3:12])[CH3:13])=[O:8] |f:3.4,5.6|. Procedure: Intermediate Compound 89A (3.41 g, 10.3 mmol) was dissolved in anhydrous pyridine (30.0 mL) and cooled to 0° C. p-Toluenesulfonylchloride (5.89 g, 30.9 mmol) was then added in portions over a 10 minute period. The flask was then placed in a refrigerator at 4° C. for 48 h. The resulting solution was poured into 1 N HCl (300 mL), extracted with methylene chloride (3×200 mL) and the organics were dried over anhydrous sodium sulfate. The crude tosylate intermediate was dissolved in THF (50 mL), to w... The product is OC[C@H]1N(C[C@@H](C1)OS(=O)(=O)C1=CC=C(C=C1)C)C(=O)OC(C)(C)C ((2S-trans)-2-Hydroxymethyl4-[[(4-methylphenyl)sulfonyl]oxy]-1-pyrrolidinecarboxylic acid, 1,1-dimethylethyl ester). The reactants are CS(=O)(=O)c1ccc(B(O)O)cc1, [Na+], [Na+], O=C([O-])[O-], C1COCCO1, Cl[Pd]Cl, Cc1ccc(S(=O)(=O)OC(=CC2CCCC2)c2cc3cc(C(F)(F)F)cnc3n2S(=O)(=O)c2ccccc2)cc1, c1ccc(P(c2ccccc2)c2ccccc2)cc1, c1ccc(P(c2ccccc2)c2ccccc2)cc1. The product is CS(=O)(=O)c1ccc(C(=CC2CCCC2)c2cc3cc(C(F)(F)F)cnc3n2S(=O)(=O)c2ccccc2)cc1. As a reaction SMILES: [CH3:41][S:42](=[O:43])(=[O:44])[c:45]1[cH:46][cH:47][c:48]([B:51]([OH:52])[OH:53])[cH:49][cH:50]1.[Na+:54].[Na+:55].[O-:56][C:57](=[O:58])[O-:59].[O:60]1[CH2:61][CH2:62][O:63][CH2:64][CH2:65]1.[Pd:66]([Cl:67])[Cl:68].[c:1]1([S:7](=[O:8])(=[O:9])[n:10]2[c:11]([C:23](=[CH:24][CH:25]3[CH2:26][CH2:27][CH2:28][CH2:29]3)[O:30][S:31]([c:32]3[cH:33][cH:34][c:35]([CH3:36])[cH:37][cH:38]3)(=[O:39])=[O:40])[cH:12][c:13]3[c:14]2[n:15][cH:16][c:17]([C:19]([F:20])([F:21])[F:22])[cH:18]3)[cH:2][cH:3][cH:4][cH:5][cH:6]1.[c:69]1([P:70]([c:71]2[cH:72][cH:73][cH:74][cH:75][cH:76]2)[c:77]2[cH:78][cH:79][cH:80][cH:81][cH:82]2)[cH:83][cH:84][cH:85][cH:86][cH:87]1.[c:88]1([P:89]([c:90]2[cH:91][cH:92][cH:93][cH:94][cH:95]2)[c:96]2[cH:97][cH:98][cH:99][cH:100][cH:101]2)[cH:102][cH:103][cH:104][cH:105][cH:106]1>>[c:1]1([S:7](=[O:8])(=[O:9])[n:10]2[c:11]([C:23](=[CH:24][CH:25]3[CH2:26][CH2:27][CH2:28][CH2:29]3)[c:48]3[cH:47][cH:46][c:45]([S:42]([CH3:41])(=[O:43])=[O:44])[cH:50][cH:49]3)[cH:12][c:13]3[c:14]2[n:15][cH:16][c:17]([C:19]([F:20])([F:21])[F:22])[cH:18]3)[cH:2][cH:3][cH:4][cH:5][cH:6]1.